This data is from the Open Reaction Database (ORD), a public repository of structured organic reaction records. The task is: describe an organic reaction: reactants, conditions, products, and yield Starting materials: O (water), ClC1=C2N=CN(C2=NC=N1)[C@H]1[C@H](O)C[C@H](O1)COC(C1=CC=CC=C1)(C1=CC=CC=C1)C1=CC=CC=C1 (6-chloro-9-[3-deoxy-5-O-(triphenylmethyl)-β-D-erythro-pentofuranosyl]-9H-purine), S(=O)(=O)(Cl)Cl (sulfuryl chloride), N1C=NC=C1 (imidazole). Solvent: C(Cl)Cl (methylene chloride). Run at temperature -35 celsius, time 30 minute. The product is ClC1=C2N=CN(C2=NC=N1)[C@H]1[C@H](OC=2N=CC(N2)=S(=O)=O)C[C@H](O1)COC(C1=CC=CC=C1)(C1=CC=CC=C1)C1=CC=CC=C1 (6-chloro-9-[2-O-(sulfurylimidazolyl)-3-deoxy-5-O-(triphenylmethyl)-β-D-erythro-pentofuranosyl]-9H-purine). Isolated yield 75.3%. RXN SMILES: [Cl:1][C:2]1[N:10]=[CH:9][N:8]=[C:7]2[C:3]=1[N:4]=[CH:5][N:6]2[C@@H:11]1[O:16][C@H:15]([CH2:17][O:18][C:19]([C:32]2[CH:37]=[CH:36][CH:35]=[CH:34][CH:33]=2)([C:26]2[CH:31]=[CH:30][CH:29]=[CH:28][CH:27]=2)[C:20]2[CH:25]=[CH:24][CH:23]=[CH:22][CH:21]=2)[CH2:14][C@H:12]1[OH:13].[NH:38]1[CH:42]=[CH:41][N:40]=[CH:39]1.[S:43](Cl)(Cl)(=[O:45])=[O:44].O>C(Cl)Cl>[Cl:1][C:2]1[N:10]=[CH:9][N:8]=[C:7]2[C:3]=1[N:4]=[CH:5][N:6]2[C@@H:11]1[O:16][C@H:15]([CH2:17][O:18][C:19]([C:20]2[CH:25]=[CH:24][CH:23]=[CH:22][CH:21]=2)([C:32]2[CH:37]=[CH:36][CH:35]=[CH:34][CH:33]=2)[C:26]2[CH:27]=[CH:28][CH:29]=[CH:30][CH:31]=2)[CH2:14][C@H:12]1[O:13][C:39]1[N:38]=[CH:42][C:41](=[S:43](=[O:45])=[O:44])[N:40]=1. Procedure: 604 mg (1.18 mmols) of 6-chloro-9-[3-deoxy-5-O-(triphenylmethyl)-β-D-erythro-pentofuranosyl]-9H-purine was dissolved in 11.8 ml of methylene chloride, to which was added 486 mg (7.07 mmols) of imidazole. This reaction mixture was cooled to −35° C., to which was added 0.15 ml (1.77 mmols) of sulfuryl chloride, and stirred for 30 minutes. Then, after having been restored to be at room temperature, this was stirred overnight. To the reaction mixture, water was added to stop the reaction. Then, the ... Yields the product CCCON=C(C(=O)O)c1csc(NC(=O)CCl)n1. As a reaction SMILES: [CH3:1][O:2][C:3]([C:4](=[N:5][O:6][CH2:7][CH2:8][CH3:9])[c:10]1[n:11][c:12]([NH:15][C:16]([CH2:17][Cl:18])=[O:19])[s:13][cH:14]1)=[O:20].[CH3:23][CH2:24][OH:25].[K+:22].[OH-:21].[OH2:26]>>[O:2]=[C:3]([C:4](=[N:5][O:6][CH2:7][CH2:8][CH3:9])[c:10]1[n:11][c:12]([NH:15][C:16]([CH2:17][Cl:18])=[O:19])[s:13][cH:14]1)[OH:20]. Starting materials: CCCON=C(C(=O)OC)c1csc(NC(=O)CCl)n1, CCO, [K+], [OH-], O. Starting materials: IC1=CC=C(C(=O)OCC)C=C1 (Ethyl 4-iodobenzoate), C(C)OC1=C(C(=C(C=C1)B(O)O)F)F (4-ethoxy-2,3-difluorophenylboronic acid), C([O-])([O-])=O.[K+].[K+] (potassium carbonate). Reagents/catalysts: [Pd] (Pd/C). Run in C1(=CC=CC=C1)C (toluene), O (water), O (water), C(C)O (ethanol), C1(=CC=CC=C1)C (toluene). Run at temperature 25 celsius. Yields the product C(C)OC1=C(C(=C(C=C1)C1=CC=C(C=C1)C1=CC=CC=C1C(=O)OCC)F)F (ethyl 4-ethoxy-2,3-difluoro-4′-biphenylbenzoate). Isolated yield 108.6%. As a reaction SMILES: I[C:2]1[CH:12]=[CH:11][C:5]([C:6]([O:8][CH2:9][CH3:10])=[O:7])=[CH:4][CH:3]=1.[CH2:13]([O:15][C:16]1[CH:21]=[CH:20][C:19](B(O)O)=[C:18]([F:25])[C:17]=1[F:26])[CH3:14].C(=O)([O-])[O-].[K+].[K+]>[Pd].C1(C)C=CC=CC=1.O.C(O)C>[CH2:13]([O:15][C:16]1[CH:21]=[CH:20][C:19]([C:2]2[CH:12]=[CH:11][C:5]([C:4]3[C:5]([C:6]([O:8][CH2:9][CH3:10])=[O:7])=[CH:11][CH:12]=[CH:2][CH:3]=3)=[CH:4][CH:3]=2)=[C:18]([F:25])[C:17]=1[F:26])[CH3:14] |f:2.3.4|. Procedure: Ethyl 4-iodobenzoate (1) (25.0 g), 4-ethoxy-2,3-difluorophenylboronic acid (2) (20.1 g), potassium carbonate (25.0 g), Pd/C (0.25 g), toluene (100 ml), ethanol (100 ml) and water (100 ml) were added to a reaction vessel under an atmosphere of nitrogen, and heated to reflux for 2 hours. After the reaction solution had been cooled to 25° C., it was poured into water (500 ml) and toluene (500 ml), and mixed with them. The mixture was then allowed to stand until it had separated into two phases of o... As a reaction SMILES: [CH2:26]([CH3:27])[I:28].[CH3:1][O:2][C:3](=[O:4])[c:5]1[cH:6][c:7](-[c:17]2[cH:18][cH:19][c:20]([CH3:23])[cH:21][cH:22]2)[cH:8][c:9]([NH:11][C:12]([CH:13]([CH3:14])[CH3:15])=[O:16])[cH:10]1.[H-:25].[Na+:24].[O:29]=[CH:30][N:31]([CH3:32])[CH3:33]>>[CH3:1][O:2][C:3](=[O:4])[c:5]1[cH:6][c:7](-[c:17]2[cH:18][cH:19][c:20]([CH3:23])[cH:21][cH:22]2)[cH:8][c:9]([N:11]([C:12]([CH:13]([CH3:14])[CH3:15])=[O:16])[CH2:26][CH3:27])[cH:10]1. Yields the product CCN(C(=O)C(C)C)c1cc(C(=O)OC)cc(-c2ccc(C)cc2)c1. The reactants are CCI, COC(=O)c1cc(NC(=O)C(C)C)cc(-c2ccc(C)cc2)c1, [H-], [Na+], CN(C)C=O. The reactants are BrC=1C=C2C(=C(C=NC2=CC1)C(=O)C1CC1)NC1=CC(=CC=C1)CCN1CCCC1 ({6-bromo-4-[3-(2-(pyrrolidin-1-yl)ethyl)phenylamino]quinolin-3-yl}(cyclopropyl)methanone), ClC1=C(C(=CC(=C1)B1OC(C(O1)(C)C)(C)C)F)O (2-chloro-6-fluoro-4-(4,4,5,5-tetramethyl-1,3,2-dioxaborolan-2-yl)phenol). Yields the product ClC=1C=C(C=C(C1O)F)C=1C=C2C(=C(C=NC2=CC1)C(=O)C1CC1)NC1=CC(=CC=C1)CCN1CCCC1 ({6-(3-Chloro-5-fluoro-4-hydroxyphenyl)-4-[3-(2-(pyrrolidin-1-yl)ethyl)phenylamino]quinolin-3-yl}(cyclopropyl)methanone). Yield: 31.4%. RXN SMILES: Br[C:2]1[CH:3]=[C:4]2[C:9](=[CH:10][CH:11]=1)[N:8]=[CH:7][C:6]([C:12]([CH:14]1[CH2:16][CH2:15]1)=[O:13])=[C:5]2[NH:17][C:18]1[CH:23]=[CH:22][CH:21]=[C:20]([CH2:24][CH2:25][N:26]2[CH2:30][CH2:29][CH2:28][CH2:27]2)[CH:19]=1.[Cl:31][C:32]1[CH:37]=[C:36](B2OC(C)(C)C(C)(C)O2)[CH:35]=[C:34]([F:47])[C:33]=1[OH:48]>>[Cl:31][C:32]1[CH:37]=[C:36]([C:2]2[CH:3]=[C:4]3[C:9](=[CH:10][CH:11]=2)[N:8]=[CH:7][C:6]([C:12]([CH:14]2[CH2:16][CH2:15]2)=[O:13])=[C:5]3[NH:17][C:18]2[CH:23]=[CH:22][CH:21]=[C:20]([CH2:24][CH2:25][N:26]3[CH2:27][CH2:28][CH2:29][CH2:30]3)[CH:19]=2)[CH:35]=[C:34]([F:47])[C:33]=1[OH:48]. Procedure: Following general procedure A-1, {6-bromo-4-[3-(2-(pyrrolidin-1-yl)ethyl)phenylamino]quinolin-3-yl}(cyclopropyl)methanone (56 mg, 0.120 mmol) was reacted with 2-chloro-6-fluoro-4-(4,4,5,5-tetramethyl-1,3,2-dioxaborolan-2-yl)phenol (49 mg, 0.180 mmol) to afford the desired product (20 mg, 32%) as a yellow solid: 1H NMR (500 MHz, CD3OD+TFA-d) δ 9.45 (s, 1H), 8.22 (dd, J=8.8, 1.9 Hz, 1H), 8.02 (d, J=8.8 Hz, 1H), 7.91 (s, 1H), 7.65-7.58 (m, 1H), 7.54 (d, J=7.8, 1H), 7.46 (s, 1H), 7.38 (d, J=7.8 Hz, ... Starting materials: FC(F)(F)CCCBr, O=c1[nH]nc2c(-c3ccc(Cl)cc3)c(-c3ccc(Cl)cc3)ccn12, [K+], [K+], O=C([O-])[O-], CN(C)C=O. The product is O=c1n(CCCC(F)(F)F)nc2c(-c3ccc(Cl)cc3)c(-c3ccc(Cl)cc3)ccn12. Reaction SMILES: [Br:31][CH2:32][CH2:33][CH2:34][C:35]([F:36])([F:37])[F:38].[Cl:1][c:2]1[cH:3][cH:4][c:5](-[c:8]2[c:9](-[c:18]3[cH:19][cH:20][c:21]([Cl:24])[cH:22][cH:23]3)[c:10]3[n:11]([cH:12][cH:13]2)[c:14](=[O:17])[nH:15][n:16]3)[cH:6][cH:7]1.[K+:25].[K+:26].[O-:27][C:28]([O-:29])=[O:30].[O:39]=[CH:40][N:41]([CH3:42])[CH3:43]>>[Cl:1][c:2]1[cH:3][cH:4][c:5](-[c:8]2[c:9](-[c:18]3[cH:19][cH:20][c:21]([Cl:24])[cH:22][cH:23]3)[c:10]3[n:11]([cH:12][cH:13]2)[c:14](=[O:17])[n:15]([CH2:32][CH2:33][CH2:34][C:35]([F:36])([F:37])[F:38])[n:16]3)[cH:6][cH:7]1. Starting materials: BrC=1C=C(C=CC1F)NC1=C(C=NC2=CC(=C(C=C12)N)OC)C#N (4-[(3-bromo-4-fluorophenyl)amino]-7-methoxy-6-amino-quinoline-3-carbonitrile), CCN(C(C)C)C(C)C (Hunig's base), [Na+].[Cl-] (NaCl), C(C)NCC (diethyl amine), BrC/C=C/C(=O)Cl (4-bromo crotonyl chloride), C([O-])(O)=O.[Na+] (sodium bicarbonate). Solvent: C1CCOC1 (THF), C1CCOC1 (THF), C1CCOC1 (THF). Yields the product BrC=1C=C(C=CC1F)NC1=C(C=NC2=CC(=C(C=C12)NC(C=CCN(CC)CC)=O)OC)C#N (4Diethylamino-but-2-enoic acid [4(3-bromo-4-fluoro-phenylamino)-3-cyano-7-methoxy-quinolin-6-yl]-amide). Yield: 38.4%. Reaction SMILES: [Br:1][C:2]1[CH:3]=[C:4]([NH:9][C:10]2[C:19]3[C:14](=[CH:15][C:16]([O:21][CH3:22])=[C:17]([NH2:20])[CH:18]=3)[N:13]=[CH:12][C:11]=2[C:23]#[N:24])[CH:5]=[CH:6][C:7]=1[F:8].[CH3:25][CH2:26][N:27]([CH:31]([CH3:33])C)[CH:28]([CH3:30])C.BrC/C=[CH:37]/[C:38](Cl)=[O:39].[Na+].[Cl-].C(NCC)C.C(=O)(O)[O-].[Na+]>C1COCC1>[Br:1][C:2]1[CH:3]=[C:4]([NH:9][C:10]2[C:19]3[C:14](=[CH:15][C:16]([O:21][CH3:22])=[C:17]([NH:20][C:38](=[O:39])[CH:37]=[CH:33][CH2:31][N:27]([CH2:26][CH3:25])[CH2:28][CH3:30])[CH:18]=3)[N:13]=[CH:12][C:11]=2[C:23]#[N:24])[CH:5]=[CH:6][C:7]=1[F:8] |f:3.4,6.7|. Procedure: To a mixture of 0.77 g (1.98 mmol) of 4-[(3-bromo-4-fluorophenyl)amino]-7-methoxy-6-amino-quinoline-3-carbonitrile and 3.5 ml (20 mmol) of Hunig's base in 35 ml of dry THF at 0° C., with stirring, was added a THF solution containing 2.2 g (12 mmol) of 4-bromo crotonyl chloride dropwise. The mixture was stirred for additional 30 minutes at 0° C. 50 ml of saturated NaCl solution was added to the reaction mixture, then it was extracted with ethyl acetate. The ethyl acetate solution was dried over s... The reactants are C1(=CC=CC=C1)C1=C(C=CC=C1)O (phenylphenol), [OH-].[Na+] (sodium hydroxide). Solvent: O (water). Conditions: temperature 95 celsius, time 10 minute. Product: C1(=CC=CC=C1)C=1C=C(C=CC1)O (m-phenylphenol). RXN SMILES: [C:1]1([C:7]2[CH:12]=[CH:11][CH:10]=[CH:9][C:8]=2O)[CH:6]=[CH:5][CH:4]=[CH:3][CH:2]=1.[OH-:14].[Na+]>O>[C:1]1([C:7]2[CH:12]=[C:11]([OH:14])[CH:10]=[CH:9][CH:8]=2)[CH:6]=[CH:5][CH:4]=[CH:3][CH:2]=1 |f:1.2|. Procedure details: To a 100 ml. beaker, 25 g. of the starting phenylphenol mixture used in Example 1, above, and water containing 1.0 g. of sodium hydroxide were added. The mixture was heated to 95° C. and stirred for 10 minutes after reaching this temperature. This gave a mole ratio of caustic to m-phenylphenol of about 5.55 to 1. Water was added to maintain volume. The solid was collected on a filter. The cake was treated with small amounts of hydrochloric acid and dried. The resulting p-phenylphenol was analyze... The reactants are [H-].[Al+3].[Li+].[H-].[H-].[H-] (lithium aluminum hydride), COC=1C=CC2=C(C1)C1C(N(CCC1)C(CC)=O)CO2 (9-methoxy-4-propionyl-1,2,3,4a,5,10b-hexahydro-4H-[1]-benzopyrano[3,4-b]pyridine). Solvent: O1CCCC1 (tetrahydrofuran). Yields the product COC=1C=CC2=C(C1)C1C(N(CCC1)CCC)CO2 (9-methoxy-4-propyl-1,2,3,4a,5,10b-hexahydro-4H-[1]-benzopyrano[3,4-b]pyridine). Reaction SMILES: [H-].[Al+3].[Li+].[H-].[H-].[H-].[CH3:7][O:8][C:9]1[CH:10]=[CH:11][C:12]2[O:26][CH2:25][CH:16]3[N:17]([C:21](=O)[CH2:22][CH3:23])[CH2:18][CH2:19][CH2:20][CH:15]3[C:13]=2[CH:14]=1>O1CCCC1>[CH3:7][O:8][C:9]1[CH:10]=[CH:11][C:12]2[O:26][CH2:25][CH:16]3[N:17]([CH2:21][CH2:22][CH3:23])[CH2:18][CH2:19][CH2:20][CH:15]3[C:13]=2[CH:14]=1 |f:0.1.2.3.4.5|. Reported procedure: To a suspension of 3.8 g of lithium aluminum hydride in a 100 ml of tetrahydrofuran, 3,6 g of concentrated sulfuric, acid is first added dropwise at -5° to -10°, then 5.0 g of 9-methoxy-4-propionyl-1,2,3,4a,5,10b-hexahydro-4H-[1]-benzopyrano[3,4-b]pyridine is added slowly with stirring. The reaction mixture is allowed to warm to room temperature, stirred for 18 hours and finally heated under reflux for 1 hour. After cooling the reaction mixture is quenched with ethyl acetate, then treated with a... The reactants are ClC1=CC2=C(C(NN=C2)=O)C(=N1)NC=1C=CC=C2C(=CNC12)C (7-chloro-5-(3-methyl-1H-indol-7-ylamino)-3H-pyrido[3,4-d]pyridazin-4-one), CCN(C(C)C)C(C)C (DIPEA), N[C@H]1[C@H](CCCC1)NC(OC(C)(C)C)=O (tert-butyl(1S,2R)-2-aminocyclohexylcarbamate), O (water). Solvent: CN1CCCC1=O (NMP). Reaction conditions: temperature 120 celsius. Product: C(C)(C)(C)OC(N[C@@H]1[C@@H](CCCC1)NC1=CC2=C(C(NN=C2)=O)C(=N1)NC=1C=CC=C2C(=CNC12)C)=O ({(1S,2R)-2-[5-(3-Methyl-1H-indol-7-ylamino)-4-oxo-3,4-dihydro-pyrido[3,4-d]pyridazin-7-ylamino]-cyclohexyl}-carbamic acid tert-butyl ester). As a reaction SMILES: Cl[C:2]1[N:12]=[C:11]([NH:13][C:14]2[CH:15]=[CH:16][CH:17]=[C:18]3[C:22]=2[NH:21][CH:20]=[C:19]3[CH3:23])[C:5]2[C:6](=[O:10])[NH:7][N:8]=[CH:9][C:4]=2[CH:3]=1.CCN(C(C)C)C(C)C.[NH2:33][C@@H:34]1[CH2:39][CH2:38][CH2:37][CH2:36][C@@H:35]1[NH:40][C:41](=[O:47])[O:42][C:43]([CH3:46])([CH3:45])[CH3:44].O>CN1C(=O)CCC1>[C:43]([O:42][C:41](=[O:47])[NH:40][C@H:35]1[CH2:36][CH2:37][CH2:38][CH2:39][C@H:34]1[NH:33][C:2]1[N:12]=[C:11]([NH:13][C:14]2[CH:15]=[CH:16][CH:17]=[C:18]3[C:22]=2[NH:21][CH:20]=[C:19]3[CH3:23])[C:5]2[C:6](=[O:10])[NH:7][N:8]=[CH:9][C:4]=2[CH:3]=1)([CH3:46])([CH3:44])[CH3:45]. Procedure: To 7-chloro-5-(3-methyl-1H-indol-7-ylamino)-3H-pyrido[3,4-d]pyridazin-4-one (177 mg, 0.543 mmol) in NMP (1 ml) in a sealable glass vial, was added DIPEA (0.190 ml, 1.087 mmol) and tert-butyl(1S,2R)-2-aminocyclohexylcarbamate (233 mg, 1.087 mmol). The vial was capped to close and the reaction mixture was heated on a sandbath at 120° C. for 3 days. The resulting mixture was poured into water (20 ml), and extracted with EtOAc (20 ml). The organic phase was washed with water and brine, dried over Na...